From a dataset of the Open Reaction Database (ORD), a public repository of structured organic reaction records. describe an organic reaction: reactants, conditions, products, and yield Starting materials: ClCC1=NC(=NC=C1)C1=CC(=C(C(=C1)OC)OC)OC (4-Chloromethyl-2-(3,4,5-trimethoxyphenyl)pyrimidine), N1CCNCCC1 (homopiperazine). Product: COC=1C=C(C=C(C1OC)OC)C1=NC=CC(=N1)CN1CCN(CCC1)CC1=NC(=NC=C1)C1=CC(=C(C(=C1)OC)OC)OC (N,N′-bis[[2-(3,4,5-Trimethoxyphenyl)-pyrimidin-4-yl]methyl ]homopiperazine). RXN SMILES: Cl[CH2:2][C:3]1[CH:8]=[CH:7][N:6]=[C:5]([C:9]2[CH:14]=[C:13]([O:15][CH3:16])[C:12]([O:17][CH3:18])=[C:11]([O:19][CH3:20])[CH:10]=2)[N:4]=1.[NH:21]1[CH2:27][CH2:26][CH2:25][NH:24][CH2:23][CH2:22]1>>[CH3:20][O:19][C:11]1[CH:10]=[C:9]([C:5]2[N:4]=[C:3]([CH2:2][N:21]3[CH2:27][CH2:26][CH2:25][N:24]([CH2:2][C:3]4[CH:8]=[CH:7][N:6]=[C:5]([C:9]5[CH:10]=[C:11]([O:19][CH3:20])[C:12]([O:17][CH3:18])=[C:13]([O:15][CH3:16])[CH:14]=5)[N:4]=4)[CH2:23][CH2:22]3)[CH:8]=[CH:7][N:6]=2)[CH:14]=[C:13]([O:15][CH3:16])[C:12]=1[O:17][CH3:18]. Procedure: 4-Chloromethyl-2-(3,4,5-trimethoxyphenyl)pyrimidine (300 mg) and homopiperazine (51 mg) were reacted in the same manner as in Example 1 to obtain the title compound as a free base. Reported procedure: 274.8 grams of ethylene carbonate (3.12 moles) were placed in a round bottom flask equipped with stirrer, thermometer, addition funnel and reflux condenser. 228.2 grams (3.12 mole) of butylamine were charged to the addition funnel and added to the flask at a rate sufficient to maintain the flask contents at 50°-80° C. The resultant reaction product was allowed to stand overnight. Thereafter, stripping of the reaction product in a rotary evaporator gave 449.9 g of crude product. A portion of the ... Product: C(CCC)NC(OCCO)=O (2-Hydroxyethyl 1-Butylcarbamate). Reactants: C1(OCCO1)=O (ethylene carbonate), C(CCC)N (butylamine). Isolated yield 89.5%. Reaction SMILES: [C:1]1(=[O:6])[O:5][CH2:4][CH2:3][O:2]1.[CH2:7]([NH2:11])[CH2:8][CH2:9][CH3:10]>>[CH2:7]([NH:11][C:1](=[O:6])[O:2][CH2:3][CH2:4][OH:5])[CH2:8][CH2:9][CH3:10]. Reaction conditions: time 8 hour. Run in CO (methanol). Reported procedure: 205 mg (0.67 mmol) of ethyl 4-ethyl-[3-(4-methoxyphenyl)-5-oxo-4,5-dihydro-1H-1,2,4-triazol-1-yl]-acetate from Example 109A are dissolved in 0.46 ml of methanol, treated with 0.18 ml 20% aqueous potassium hydroxide and stirred overnight. Next it is brought to a pH of 1 with 1 N hydrochloric acid, evaporated and the residue dried in vacuo. 207 mg of the target compound is thus obtained as crude product, which is further reacted as such. Yields the product C(C)N1C(=NN(C1=O)CC(=O)O)C1=CC=C(C=C1)OC (4-ethyl-[3-(4-methoxyphenyl)-5-oxo-4,5-dihydro-1H-1,2,4-triazol-1-yl]acetic acid). Conditions: time 8 hour. Reaction SMILES: [CH2:1]([N:3]1[C:7](=[O:8])[N:6]([CH2:9][C:10]([O:12]CC)=[O:11])[N:5]=[C:4]1[C:15]1[CH:20]=[CH:19][C:18]([O:21][CH3:22])=[CH:17][CH:16]=1)[CH3:2].[OH-].[K+].Cl>CO>[CH2:1]([N:3]1[C:7](=[O:8])[N:6]([CH2:9][C:10]([OH:12])=[O:11])[N:5]=[C:4]1[C:15]1[CH:16]=[CH:17][C:18]([O:21][CH3:22])=[CH:19][CH:20]=1)[CH3:2] |f:1.2|. The yield is 111.4%. The reactants are [OH-].[K+] (potassium hydroxide), C(C)N1C(=NN(C1=O)CC(=O)OCC)C1=CC=C(C=C1)OC (ethyl 4-ethyl-[3-(4-methoxyphenyl)-5-oxo-4,5-dihydro-1H-1,2,4-triazol-1-yl]-acetate), Cl (hydrochloric acid). Starting materials: Nc1ncc(SCc2ccccc2)s1, CS(=O)(=O)Cl, c1ccncc1. The product is CS(=O)(=O)Nc1ncc(SCc2ccccc2)s1. RXN SMILES: [NH2:1][c:2]1[s:3][c:4]([S:7][CH2:8][c:9]2[cH:10][cH:11][cH:12][cH:13][cH:14]2)[cH:5][n:6]1.[S:15](=[O:16])(=[O:17])([CH3:18])[Cl:19].[cH:20]1[cH:21][cH:22][n:23][cH:24][cH:25]1>>[NH:1]([c:2]1[s:3][c:4]([S:7][CH2:8][c:9]2[cH:10][cH:11][cH:12][cH:13][cH:14]2)[cH:5][n:6]1)[S:15](=[O:16])(=[O:17])[CH3:18]. Reactants: product, ClC=1C=C2C=C(C(OC2=C(C1OC)C)C(F)(F)F)C(=O)OCC (ethyl 6-chloro-7-methoxy-8-methyl-2-(trifluoromethyl)-2H-chromene-3-carboxylate), C1CC(=O)N(C1=O)Br (NBS), C1CC(=O)N(C1=O)Br (NBS). The solvent is C(Cl)(Cl)(Cl)Cl (CCl4). Conditions: temperature 60 celsius. Product: BrCC=1C(=C(C=C2C=C(C(OC12)C(F)(F)F)C(=O)OCC)Cl)OC (ethyl 8-(bromomethyl)-6-chloro-7-methoxy-2-(trifluoromethyl)-2H-chromene-3-carboxylate). RXN SMILES: [Cl:1][C:2]1[CH:3]=[C:4]2[C:9](=[C:10]([CH3:14])[C:11]=1[O:12][CH3:13])[O:8][CH:7]([C:15]([F:18])([F:17])[F:16])[C:6]([C:19]([O:21][CH2:22][CH3:23])=[O:20])=[CH:5]2.C1C(=O)N([Br:31])C(=O)C1>C(Cl)(Cl)(Cl)Cl>[Br:31][CH2:14][C:10]1[C:11]([O:12][CH3:13])=[C:2]([Cl:1])[CH:3]=[C:4]2[C:9]=1[O:8][CH:7]([C:15]([F:18])([F:16])[F:17])[C:6]([C:19]([O:21][CH2:22][CH3:23])=[O:20])=[CH:5]2. Reported procedure: The ethyl 6-chloro-7-methoxy-8-methyl-2-(trifluoromethyl)-2H-chromene-3-carboxylate from Example 3a, Step 3 (3.3 g, 9.4 mmole) was dissolved in CCl4 (30 mL) and the solution was heated to 60° C. NBS (1.84 g, 10.3 mmole) and Bzo2O (100 mg) were added to the above warm solution and the reaction was heated to reflux overnight. Additional NBS (1.84 g, 10.3 mmole) and Bzo2O (100 mg) were added to the above warm solution and the reaction was heated for 2 hrs. LCMS indicated that >95% product was forme... The reactants are C(CC)(=O)OC1=C(C(=C(C(=C1)Cl)OC1=CC(=C(C=C1)N)Br)Cl)CC (Ethyl(3,5-dichloro-4-[4-amino-3-bromophenoxy]phenyl) propionate), C(C(C)C)(=O)Cl (isobutyryl chloride). The product is C(CC)(=O)OC1=C(C(=C(C(=C1)Cl)OC1=CC(=C(C=C1)NC(C(C)C)=O)Br)Cl)CC (ethyl(3,5-dichloro-4-[3-bromo-4-isobutyramidophenoxy]phenyl) propionate). Isolated yield 86.1%. RXN SMILES: [C:1]([O:5][C:6]1[CH:11]=[C:10]([Cl:12])[C:9]([O:13][C:14]2[CH:19]=[CH:18][C:17]([NH2:20])=[C:16]([Br:21])[CH:15]=2)=[C:8]([Cl:22])[C:7]=1[CH2:23][CH3:24])(=[O:4])[CH2:2][CH3:3].[C:25](Cl)(=[O:29])[CH:26]([CH3:28])[CH3:27]>>[C:1]([O:5][C:6]1[CH:11]=[C:10]([Cl:12])[C:9]([O:13][C:14]2[CH:19]=[CH:18][C:17]([NH:20][C:25](=[O:29])[CH:26]([CH3:28])[CH3:27])=[C:16]([Br:21])[CH:15]=2)=[C:8]([Cl:22])[C:7]=1[CH2:23][CH3:24])(=[O:4])[CH2:2][CH3:3]. Procedure: Ethyl(3,5-dichloro-4-[4-amino-3-bromophenoxy]phenyl) propionate (50 mg) was coupled with isobutyryl chloride (30 mg), using the method described in Example 1(h). After purification on column (silica gel, ethyl acetate/petrolium ether, 1:9), 50 mg of ethyl(3,5-dichloro-4-[3-bromo-4-isobutyramidophenoxy]phenyl) propionate was obtained, which was hydrolysed using the method described in Example 1(i). This gave 40 mg of 3,5-dichloro-4-(3-bromo-4-isobutyramidophenoxy)phenylpropionic acid.